This data is from the Open Reaction Database (ORD), a public repository of structured organic reaction records. The task is: describe an organic reaction: reactants, conditions, products, and yield Reactants: O=C([O-])[O-], CN1CCCC1=O, CC1(C)CC(Nc2cc(Cl)ccc2C#N)CC(C)(C)N1, CCI, [K+], [K+]. Product: CCN1C(C)(C)CC(Nc2cc(Cl)ccc2C#N)CC1(C)C. RXN SMILES: [C:21](=[O:22])([O-:23])[O-:24].[CH3:30][N:31]1[CH2:32][CH2:33][CH2:34][C:35]1=[O:36].[Cl:1][c:2]1[cH:3][c:4]([NH:10][CH:11]2[CH2:12][C:13]([CH3:19])([CH3:20])[NH:14][C:15]([CH3:17])([CH3:18])[CH2:16]2)[c:5]([C:6]#[N:7])[cH:8][cH:9]1.[I:27][CH2:28][CH3:29].[K+:25].[K+:26]>>[Cl:1][c:2]1[cH:3][c:4]([NH:10][CH:11]2[CH2:12][C:13]([CH3:19])([CH3:20])[N:14]([CH2:28][CH3:29])[C:15]([CH3:17])([CH3:18])[CH2:16]2)[c:5]([C:6]#[N:7])[cH:8][cH:9]1. The reactants are C(C1=CC=CC=C1)N1CC2=CC=C(C=C2C1)[N+](=O)[O-] (2-benzyl-5-nitroisoindoline). The reagents and catalysts are [Pd] (palladium on carbon). Solvent: CO (methanol). Reaction conditions: time 32 hour. Yields the product C(C1=CC=CC=C1)N1CC2=CC=C(C=C2C1)N (2-benzyl-5-aminoisoindoline). Yield: 81.6%. RXN SMILES: [CH2:1]([N:8]1[CH2:16][C:15]2[C:10](=[CH:11][CH:12]=[C:13]([N+:17]([O-])=O)[CH:14]=2)[CH2:9]1)[C:2]1[CH:7]=[CH:6][CH:5]=[CH:4][CH:3]=1>CO.[Pd]>[CH2:1]([N:8]1[CH2:16][C:15]2[C:10](=[CH:11][CH:12]=[C:13]([NH2:17])[CH:14]=2)[CH2:9]1)[C:2]1[CH:3]=[CH:4][CH:5]=[CH:6][CH:7]=1. Reported procedure: 4.0 g of 2-benzyl-5-nitroisoindoline prepared in Reference Example 2-(2) was dissolved in 40 ml of methanol and 800 mg of 10% palladium on carbon was added to the solution. The catalytic hydrogenation was performed for 32 hours at room temperature and under atmospheric pressure. After removing the catalyst by filtration, the filtrate was concentrated to obtain 2.88 g of 2-benzyl-5-aminoisoindoline. Starting materials: N1(CCNCC1)C=1C=CC=2N(N1)C(=NN2)C(F)(F)F (6-(piperazin-1-yl)-3-(trifluoromethyl)-[1,2,4]triazolo[4,3-b]pyridazine), FC1=CC=C(C=C1)C=1C=C(C=O)C=CC1 (3-(4-fluorophenyl)benzaldehyde). Product: FC1=CC=C(C=C1)C=1C=C(C=CC1)CN1CCN(CC1)C=1C=CC=2N(N1)C(=NN2)C(F)(F)F (6-[4-[[3-(4-fluorophenyl)phenyl]methyl]piperazin-1-yl]-3-(trifluoromethyl)-[1,2,4]triazolo[4,3-b]pyridazine). RXN SMILES: [N:1]1([C:7]2[CH:8]=[CH:9][C:10]3[N:11]([C:13]([C:16]([F:19])([F:18])[F:17])=[N:14][N:15]=3)[N:12]=2)[CH2:6][CH2:5][NH:4][CH2:3][CH2:2]1.[F:20][C:21]1[CH:26]=[CH:25][C:24]([C:27]2[CH:28]=[C:29]([CH:32]=[CH:33][CH:34]=2)[CH:30]=O)=[CH:23][CH:22]=1>>[F:20][C:21]1[CH:22]=[CH:23][C:24]([C:27]2[CH:28]=[C:29]([CH2:30][N:4]3[CH2:3][CH2:2][N:1]([C:7]4[CH:8]=[CH:9][C:10]5[N:11]([C:13]([C:16]([F:17])([F:18])[F:19])=[N:14][N:15]=5)[N:12]=4)[CH2:6][CH2:5]3)[CH:32]=[CH:33][CH:34]=2)=[CH:25][CH:26]=1. Procedure: Reductive amination of 6-(piperazin-1-yl)-3-(trifluoromethyl)-[1,2,4]triazolo[4,3-b]pyridazine with 3-(4-fluorophenyl)benzaldehyde was carried out according to General Synthetic Method 7. The crude product was purified by hplc using a Waters XBridge Prep C18 OBD column, 5μ silica, 30 mm diameter, 100 mm length eluted with decreasingly polar mixtures of water (containing 0.1% aqueous ammonia) and acetonitrile as eluents to give 6-[4-[[3-(4-fluorophenyl)phenyl]methyl]piperazin-1-yl]-3-(trifluorome... Reactants: NC1=C(C=CC(=C1)C(F)(F)F)S(=O)(=O)NC=1C=CC(=C2C=CC=NC12)OC (2-amino-N-(5-methoxy-quinolin-8-yl)-4-trifluoromethyl-benzenesulfonamide), N(=O)OC(C)(C)C (t-butyl nitrite), CC(=O)O (AcOH). The solvent is C1CCOC1 (THF). Product: COC=1C=C2C3=CC(=CC=C3S(NC2=C2N=CC=CC12)(=O)=O)C(F)(F)F (12-Methoxy-9-trifluoromethyl-5H-6-thia-4,5-diaza-chrysene 6,6-dioxide). Yield: 4.5%. As a reaction SMILES: N[C:2]1[CH:7]=[C:6]([C:8]([F:11])([F:10])[F:9])[CH:5]=[CH:4][C:3]=1[S:12]([NH:15][C:16]1[CH:17]=[CH:18][C:19]([O:26][CH3:27])=[C:20]2[C:25]=1[N:24]=[CH:23][CH:22]=[CH:21]2)(=[O:14])=[O:13].N(OC(C)(C)C)=O.CC(O)=O>C1COCC1>[CH3:27][O:26][C:19]1[CH:18]=[C:17]2[C:16](=[C:25]3[C:20]=1[CH:21]=[CH:22][CH:23]=[N:24]3)[NH:15][S:12](=[O:14])(=[O:13])[C:3]1[C:4]2=[CH:5][C:6]([C:8]([F:9])([F:11])[F:10])=[CH:7][CH:2]=1. Procedure: In a similar fashion using route 20 general procedure 61, 2-amino-N-(5-methoxy-quinolin-8-yl)-4-trifluoromethyl-benzenesulfonamide 588 (440 mg, 1.1 mmol), t-butyl nitrite (0.2 ml, 1.6 mmol), AcOH (4.4 ml) and THF (4.4 ml) gave the title compound (19 mg, 5%) after preparative HPLC (neutral conditions).